The task is: describe an organic reaction: reactants, conditions, products, and yield. This data is from the Open Reaction Database (ORD), a public repository of structured organic reaction records. The reactants are C(#N)C1=C(C=CC=C1)C1=CC=C(C=C1)[N+](=O)[O-] (2'-cyano-4-nitrobiphenyl). The reagents and catalysts are [Pd] (Pd on charcoal). Solvent: C(C)O (ethanol), C(C)(=O)OCC (ethyl acetate). Conditions: time 2.5 hour. Yields the product NC1=CC=C(C=C1)C1=C(C=CC=C1)C#N (4-Amino-2'-cyanobiphenyl). RXN SMILES: [C:1]([C:3]1[CH:8]=[CH:7][CH:6]=[CH:5][C:4]=1[C:9]1[CH:14]=[CH:13][C:12]([N+:15]([O-])=O)=[CH:11][CH:10]=1)#[N:2]>C(O)C.C(OCC)(=O)C.[Pd]>[NH2:15][C:12]1[CH:11]=[CH:10][C:9]([C:4]2[CH:5]=[CH:6][CH:7]=[CH:8][C:3]=2[C:1]#[N:2])=[CH:14][CH:13]=1. Procedure details: 6.0 g (26.8 mmol) of 2'-cyano-4-nitrobiphenyl (prepared according to B. Sain, J. S. Sandhu, J. Org. Chem. 1990, 55, 2545) were dissolved in a mixture of 60 ml ethanol and 60 ml ethyl acetate, and the solution was filled into an autoclave. After addition of 660 mg 10% Pd on charcoal the mixture was set under an atmosphere of hydrogen (2-3 bar). The reduction was carried out at room temperature, the course of the reaction monitored by thin layer chromatography, and it had completed after 2.5 h. Th... The reactants are N(=NC(=O)N1CCCCC1)C(=O)N1CCCCC1 (1,1′-(azodicarbonyl)dipiperidine), OC1=CC(N(C=C1)C=1C=CC2=C(N(C(=N2)C2C(C2)C(C)(C)O)C)C1)=O (4-hydroxy-1-(2-((1RS,2SR)-2-(2-hydroxypropan-2-yl)cyclopropyl)-1-methyl-1H-benzimidazol-6-yl)pyridin-2(1H)-one), ClC1=C(C=C(C=C1)CO)F ((4-chloro-3-fluorophenyl)methanol), C(CCC)P(CCCC)CCCC (tributylphosphine). Solvent: C1CCOC1 (THF). Reaction conditions: temperature 60 celsius, time 8 hour. Yields the product ClC1=C(C=C(COC2=CC(N(C=C2)C=2C=CC3=C(N(C(=N3)C3C(C3)C(C)(C)O)C)C2)=O)C=C1)F (4-((4-Chloro-3-fluorobenzyl)oxy)-1-(2-((1RS,2SR)-2-(2-hydroxypropan-2-yl)cyclopropyl)-1-methyl-1H-benzimidazol-6-yl)pyridin-2(1H)-one). Reaction SMILES: [OH:1][C:2]1[CH:7]=[CH:6][N:5]([C:8]2[CH:9]=[CH:10][C:11]3[N:15]=[C:14]([CH:16]4[CH2:18][CH:17]4[C:19]([OH:22])([CH3:21])[CH3:20])[N:13]([CH3:23])[C:12]=3[CH:24]=2)[C:4](=[O:25])[CH:3]=1.[Cl:26][C:27]1[CH:32]=[CH:31][C:30]([CH2:33]O)=[CH:29][C:28]=1[F:35].C(P(CCCC)CCCC)CCC.N(C(N1CCCCC1)=O)=NC(N1CCCCC1)=O>C1COCC1>[Cl:26][C:27]1[CH:32]=[CH:31][C:30]([CH2:33][O:1][C:2]2[CH:7]=[CH:6][N:5]([C:8]3[CH:9]=[CH:10][C:11]4[N:15]=[C:14]([CH:16]5[CH2:18][CH:17]5[C:19]([OH:22])([CH3:20])[CH3:21])[N:13]([CH3:23])[C:12]=4[CH:24]=3)[C:4](=[O:25])[CH:3]=2)=[CH:29][C:28]=1[F:35]. Reported procedure: To a mixture of 4-hydroxy-1-(2-((1RS,2SR)-2-(2-hydroxypropan-2-yl)cyclopropyl)-1-methyl-1H-benzimidazol-6-yl)pyridin-2(1H)-one (100 mg), (4-chloro-3-fluorophenyl)methanol (0.073 ml), tributylphosphine (0.219 ml) and THF (10 ml) was added 1,1′-(azodicarbonyl)dipiperidine (223 mg), and the mixture was stirred at 60° C. overnight. The solvent was evaporated, and the residue was purified by column chromatography (hexane/EtOAc then EtOAc/MeOH), followed by NH silica gel column chromatography (hexane/...